From a dataset of the Open Reaction Database (ORD), a public repository of structured organic reaction records. describe an organic reaction: reactants, conditions, products, and yield The reactants are CC(C)(C)N1C(=O)C(NCCCO)=C(c2ccccc2)S1(=O)=O, Cc1ccc(S(=O)(=O)Cl)cc1, CN(C)c1ccncc1, ClCCl. The product is CC(C)(C)N1C(=O)C(NCCCCl)=C(c2ccccc2)S1(=O)=O. Reaction SMILES: [C:1]([CH3:2])([CH3:3])([CH3:4])[N:5]1[S:6](=[O:22])(=[O:23])[C:7]([c:16]2[cH:17][cH:18][cH:19][cH:20][cH:21]2)=[C:8]([NH:11][CH2:12][CH2:13][CH2:14][OH:15])[C:9]1=[O:10].[CH3:24][c:25]1[cH:26][cH:27][c:28]([S:29](=[O:30])(=[O:31])[Cl:34])[cH:32][cH:33]1.[CH3:38][N:39]([c:40]1[cH:41][cH:42][n:43][cH:44][cH:45]1)[CH3:46].[Cl:35][CH2:36][Cl:37]>>[C:1]([CH3:2])([CH3:3])([CH3:4])[N:5]1[S:6](=[O:22])(=[O:23])[C:7]([c:16]2[cH:17][cH:18][cH:19][cH:20][cH:21]2)=[C:8]([NH:11][CH2:12][CH2:13][CH2:14][Cl:34])[C:9]1=[O:10]. Starting materials: C#CCNC(=O)OC(C)(C)C, [I-], FC(F)(F)Oc1ccc(I)cc1. Product: CC(C)(C)OC(=O)NCC#Cc1ccc(OC(F)(F)F)cc1. As a reaction SMILES: [CH2:1]([C:2]#[CH:3])[NH:4][C:5]([O:6][C:7]([CH3:8])([CH3:9])[CH3:10])=[O:11].[I-:24].[I:12][c:13]1[cH:14][cH:15][c:16]([O:19][C:20]([F:21])([F:22])[F:23])[cH:17][cH:18]1>>[CH2:1]([C:2]#[C:3][c:13]1[cH:14][cH:15][c:16]([O:19][C:20]([F:21])([F:22])[F:23])[cH:17][cH:18]1)[NH:4][C:5]([O:6][C:7]([CH3:8])([CH3:9])[CH3:10])=[O:11]. Starting materials: CN(CCNC(=O)OC(C)(C)C)C1COc2ccccc2-c2c(C3CCCCC3)c3ccc(C(=O)O)cc3n2C1, ClCCCl, CN(C)c1ccncc1, ClCCl, NS(=O)(=O)CCCC(=O)OCc1ccccc1. Yields the product CN(CCNC(=O)OC(C)(C)C)C1COc2ccccc2-c2c(C3CCCCC3)c3ccc(C(=O)NS(=O)(=O)CCCC(=O)OCc4ccccc4)cc3n2C1. Reaction SMILES: [C:22]([CH3:23])([CH3:24])([CH3:25])[O:26][C:27](=[O:28])[NH:29][CH2:30][CH2:31][N:32]([CH:33]1[CH2:34][O:35][c:36]2[c:37]([cH:57][cH:58][cH:59][cH:60]2)-[c:38]2[n:39]([c:41]3[cH:42][c:43]([C:54](=[O:55])[OH:56])[cH:44][cH:45][c:46]3[c:47]2[CH:48]2[CH2:49][CH2:50][CH2:51][CH2:52][CH2:53]2)[CH2:40]1)[CH3:61].[CH2:18]([Cl:19])[CH2:20][Cl:21].[CH3:62][N:63]([c:64]1[cH:65][cH:66][n:67][cH:68][cH:69]1)[CH3:70].[Cl:71][CH2:72][Cl:73].[NH2:1][S:2](=[O:3])(=[O:4])[CH2:5][CH2:6][CH2:7][C:8](=[O:9])[O:10][CH2:11][c:12]1[cH:13][cH:14][cH:15][cH:16][cH:17]1>>[NH:1]([S:2](=[O:3])(=[O:4])[CH2:5][CH2:6][CH2:7][C:8](=[O:9])[O:10][CH2:11][c:12]1[cH:13][cH:14][cH:15][cH:16][cH:17]1)[C:54]([c:43]1[cH:42][c:41]2[n:39]3[c:38]([c:47]([CH:48]4[CH2:49][CH2:50][CH2:51][CH2:52][CH2:53]4)[c:46]2[cH:45][cH:44]1)-[c:37]1[c:36]([cH:60][cH:59][cH:58][cH:57]1)[O:35][CH2:34][CH:33]([N:32]([CH2:31][CH2:30][NH:29][C:27]([O:26][C:22]([CH3:23])([CH3:24])[CH3:25])=[O:28])[CH3:61])[CH2:40]3)=[O:55]. Reactants: [BH4-], CO, CN(C)C(c1ccccc1)C1CCCCC1=O, Cl, [Na+]. Product: CN(C)C(c1ccccc1)C1CCCCC1O. Reaction SMILES: [BH4-:1].[CH3:21][OH:22].[CH3:3][N:4]([CH3:5])[CH:6]([CH:7]1[C:8](=[O:13])[CH2:9][CH2:10][CH2:11][CH2:12]1)[c:14]1[cH:15][cH:16][cH:17][cH:18][cH:19]1.[ClH:20].[Na+:2]>>[CH3:3][N:4]([CH3:5])[CH:6]([CH:7]1[CH:8]([OH:13])[CH2:9][CH2:10][CH2:11][CH2:12]1)[c:14]1[cH:15][cH:16][cH:17][cH:18][cH:19]1. Product: COc1cccc(C2=CCCCC2)c1. Starting materials: C1CCOC1, COc1cccc(C2(O)CCCCC2)c1, Cl, O=S(Cl)Cl, c1ccncc1. As a reaction SMILES: [CH2:27]1[O:28][CH2:29][CH2:30][CH2:31]1.[CH3:1][O:2][c:3]1[cH:4][c:5]([C:9]2([OH:15])[CH2:10][CH2:11][CH2:12][CH2:13][CH2:14]2)[cH:6][cH:7][cH:8]1.[ClH:26].[S:16]([Cl:17])([Cl:18])=[O:19].[cH:20]1[cH:21][cH:22][n:23][cH:24][cH:25]1>>[CH3:1][O:2][c:3]1[cH:4][c:5]([C:9]2=[CH:10][CH2:11][CH2:12][CH2:13][CH2:14]2)[cH:6][cH:7][cH:8]1. Starting materials: CO, Cl, [Na], c1ccc(COCC2CO2)cc1, O=C(O)Cc1ccc(O)cc1. The product is O=C(O)Cc1ccc(OCC(O)COCc2ccccc2)cc1. RXN SMILES: [CH3:26][OH:27].[ClH:25].[Na:1].[O:13]1[CH2:14][CH:15]1[CH2:16][O:17][CH2:18][c:19]1[cH:20][cH:21][cH:22][cH:23][cH:24]1.[OH:2][C:3](=[O:4])[CH2:5][c:6]1[cH:7][cH:8][c:9]([OH:10])[cH:11][cH:12]1>>[OH:2][C:3](=[O:4])[CH2:5][c:6]1[cH:7][cH:8][c:9]([O:10][CH2:14][CH:15]([OH:13])[CH2:16][O:17][CH2:18][c:19]2[cH:20][cH:21][cH:22][cH:23][cH:24]2)[cH:11][cH:12]1. The reactants are CC(=CC(=O)C)[O-].CC(=CC(=O)C)[O-].[Ca+2] (calcium acetylacetonate), COC1=CC=C(O)C=C1 (hydroquinone monomethyl ether), COC1=CC=C(O)C=C1 (hydroquinone monomethyl ether). The solvent is C(CCC)O (n-butanol). Conditions: time 3 hour. Product: C(CCC)OC(C=C)=O (n-butylacrylate). Isolated yield 98.5%. As a reaction SMILES: C[C:2]([O-:7])=[CH:3][C:4]([CH3:6])=O.C[C:9]([O-])=[CH:10][C:11](C)=[O:12].[Ca+2].COC1C=CC(O)=CC=1>C(O)CCC>[CH2:2]([O:7][C:11](=[O:12])[CH:10]=[CH2:9])[CH2:3][CH2:4][CH3:6] |f:0.1.2|. Procedure details: The reaction was performed for 3 hours in the same manner as in Example 2 except adding 0.48 g (0.002 mole) of calcium acetylacetonate and 0.2 g of hydroquinone monomethyl ether instead of zirconium acetyl acetonate and 0.28 g of hydroquinone monomethyl ether. The results were a 99.1% conversion of n-butanol and 98.5% yield of n-butylacrylate. This ester was recovered in a 97.5% yield by direct distillation.